This data is from the Open Reaction Database (ORD), a public repository of structured organic reaction records. The task is: describe an organic reaction: reactants, conditions, products, and yield Starting materials: C[C@@H]1N(CCC1)C1C[C@H](CC1)C1=CC=C(C=C1)N (4-[(S)-3-((S)-2-methyl-pyrrolidin-1-yl)-cyclopentyl]-phenylamine), C[C@@H]1N(CCC1)C1C[C@H](CC1)C1=CC=C(C=C1)N (4-[(S)-3-((S)-2-methyl-pyrrolidin-1-yl)-cyclopentyl]-phenylamine), FC(OC1=C(C(=O)Cl)C=CC=C1)(F)F (2-trifluoromethoxybenzoyl chloride). The product is C[C@@H]1N(CCC1)C1C[C@H](CC1)C1=CC=C(C=C1)NC(C1=C(C=CC=C1)OC(F)(F)F)=O (N-{4-[(S)-3-((S)-2-Methyl-pyrrolidin-1-yl)-cyclopentyl]-phenyl}-2-trifluoromethoxy-benzamide). As a reaction SMILES: [CH3:1][C@H:2]1[CH2:6][CH2:5][CH2:4][N:3]1[CH:7]1[CH2:11][CH2:10][C@H:9]([C:12]2[CH:17]=[CH:16][C:15]([NH2:18])=[CH:14][CH:13]=2)[CH2:8]1.[F:19][C:20]([F:32])([F:31])[O:21][C:22]1[CH:30]=[CH:29][CH:28]=[CH:27][C:23]=1[C:24](Cl)=[O:25]>>[CH3:1][C@H:2]1[CH2:6][CH2:5][CH2:4][N:3]1[CH:7]1[CH2:11][CH2:10][C@H:9]([C:12]2[CH:17]=[CH:16][C:15]([NH:18][C:24](=[O:25])[C:23]3[CH:27]=[CH:28][CH:29]=[CH:30][C:22]=3[O:21][C:20]([F:19])([F:31])[F:32])=[CH:14][CH:13]=2)[CH2:8]1. Reported procedure: The title compound was synthesized essentially in the same manner as Example 28 by employing 4-[(S)-3-((S)-2-methyl-pyrrolidin-1-yl)-cyclopentyl]-phenylamine (Intermediate 14) and 2-trifluoromethoxybenzoyl chloride. Starting materials: N,N,N′,N′-tetramethylamino methane, C(C)(C)(C)OC(=O)N1CCN(CC1)C(=O)C1=CC2=C(NC=N2)C=C1 (4-(1H-Benzoimidazole-5-carbonyl)-piperazine-1-carboxylic acid tert-butyl ester), C([O-])([O-])=O.[K+].[K+] (potassium carbonate), C1(CCC(=O)O1)=O (succinic anhydride), solid. Solvent: ClCCl (dichloromethane), ClCCl (dichloromethane). Reaction conditions: time 6 hour. Yields the product C(C)(C)(C)OC(=O)N1CCN(CC1)C(=O)C1=CC2=C(N(C=N2)CN(C)C)C=C1 (4-(1-Dimethylaminomethyl-1H-benzoimidazole-5-carbonyl)-piperazine-1-carboxylic acid tert-butyl ester). As a reaction SMILES: [C:1]([O:5][C:6]([N:8]1[CH2:13][CH2:12][N:11]([C:14]([C:16]2[CH:24]=[CH:23][C:19]3[NH:20][CH:21]=[N:22][C:18]=3[CH:17]=2)=[O:15])[CH2:10][CH2:9]1)=[O:7])([CH3:4])([CH3:3])[CH3:2].C(=O)([O-])[O-].[K+].[K+].C1(=O)OC(=O)CC1>ClCCl>[C:1]([O:5][C:6]([N:8]1[CH2:9][CH2:10][N:11]([C:14]([C:16]2[CH:24]=[CH:23][C:19]3[N:20]([CH2:6][N:8]([CH3:13])[CH3:9])[CH:21]=[N:22][C:18]=3[CH:17]=2)=[O:15])[CH2:12][CH2:13]1)=[O:7])([CH3:4])([CH3:2])[CH3:3] |f:1.2.3|. Procedure details: To stirring solution of 1 (1.50 g, 4.54 mmol) in dichloromethane (20 mL) was added potassium carbonate (690 mg, 4.99 mmol, 1.1 eq) and succinic anhydride (500 mg, 4.99 mmol, 1.1 eq) at 23° C. Next, N,N,N′,N′-tetramethylamino methane (0.68 mL, 4.99 mmol, 1.1 eq) was added dropwise and the suspension stirred at room temperature for 6 hr. The reaction mixture was diluted with dichloromethane (50 mL) and quenched with 20% NaOH (aq) (50 mL). The layers were separated and the organic washed with water...